Dataset: the Open Reaction Database (ORD), a public repository of structured organic reaction records. Task: describe an organic reaction: reactants, conditions, products, and yield Reactants: CCN, CCO, Clc1cc(NC2CC2)nc(Cl)n1. Product: CCNc1nc(Cl)cc(NC2CC2)n1. Reaction SMILES: [CH3:13][CH2:14][NH2:15].[CH3:16][CH2:17][OH:18].[CH:1]1([NH:4][c:5]2[n:6][c:7]([Cl:12])[n:8][c:9]([Cl:11])[cH:10]2)[CH2:2][CH2:3]1>>[CH:1]1([NH:4][c:5]2[n:6][c:7]([NH:15][CH2:14][CH3:13])[n:8][c:9]([Cl:11])[cH:10]2)[CH2:2][CH2:3]1. Reactants: CC1=NNC(=C1C1=CC=NC=C1)C=CC1=CC=CC=C1 (4-[3-methyl-5-(2-phenylethenyl)-1H-pyrazol-4-yl]pyridine). Reagents/catalysts: [Pd] (Pd/C). The solvent is CO (MeOH). Yields the product CC1=NNC(=C1C1=CC=NC=C1)CCC1=CC=CC=C1 (4-(3-methyl-5-phenylethyl-1H-pyrazol-4-yl)pyridine). RXN SMILES: [CH3:1][C:2]1[C:6]([C:7]2[CH:12]=[CH:11][N:10]=[CH:9][CH:8]=2)=[C:5]([CH:13]=[CH:14][C:15]2[CH:20]=[CH:19][CH:18]=[CH:17][CH:16]=2)[NH:4][N:3]=1>CO.[Pd]>[CH3:1][C:2]1[C:6]([C:7]2[CH:12]=[CH:11][N:10]=[CH:9][CH:8]=2)=[C:5]([CH2:13][CH2:14][C:15]2[CH:20]=[CH:19][CH:18]=[CH:17][CH:16]=2)[NH:4][N:3]=1. Procedure: 4-(3-Methyl-5-(2-phenylethenyl)-1H-pyrazol-4-yl)pyridine (Example 1) (0.177 g, 0.67 mmol) was hydrogenated (5-30 psi) in MeOH in the presence of a catalytic amount of 4% Pd/C at RT for 12 hours. The resulting mixture was filtered and the resulting solution was concentrated to give 4-(3-methyl-5-phenylethyl-1H-pyrazol-4-yl)pyridine quantitatively: MS (M+H+) 264 (100%). The reactants are NC=1C=C(C(=O)OCC)C=C(C1OC1=CC=CC=C1)S(N)(=O)=O (ethyl 3-amino-4-phenoxy-5-sulfamylbenzoate), [H-].[Al+3].[Li+].[H-].[H-].[H-] (lithium aluminium hydride), O (water), C(C)(=O)OCC (ethyl acetate). Solvent: O1CCOCC1 (dioxane), O1CCOCC1 (dioxane), C(C)(=O)O (acetic acid). Yields the product NC=1C=C(CO)C=C(C1OC1=CC=CC=C1)S(N)(=O)=O (3-amino-4-phenoxy-5-sulfamylbenzyl alcohol). RXN SMILES: [H-].[Al+3].[Li+].[H-].[H-].[H-].[NH2:7][C:8]1[CH:9]=[C:10]([CH:16]=[C:17]([S:26](=[O:29])(=[O:28])[NH2:27])[C:18]=1[O:19][C:20]1[CH:25]=[CH:24][CH:23]=[CH:22][CH:21]=1)[C:11](OCC)=[O:12].C(OCC)(=O)C.O>O1CCOCC1.C(O)(=O)C>[NH2:7][C:8]1[CH:9]=[C:10]([CH:16]=[C:17]([S:26](=[O:29])(=[O:28])[NH2:27])[C:18]=1[O:19][C:20]1[CH:25]=[CH:24][CH:23]=[CH:22][CH:21]=1)[CH2:11][OH:12] |f:0.1.2.3.4.5|. Procedure details: To a stirred mixture of lithium aluminium hydride (12.5 g) and dry dioxane (250 ml), a solution of ethyl 3-amino-4-phenoxy-5-sulfamylbenzoate (50 g) in dry dioxane (250 ml) is dropwise added at 90° C. during about one hour. After additional stirring and heating for 3 hours, the mixture is cooled, and ethyl acetate (25 ml) followed by water (50 ml) and 4 N acetic acid (310 ml) are very cautiously added dropwise. The solvents are thereafter removed in vacuo, and the residue is extracted with ethyl... The reactants are FC1=C(C(=O)OCC)C=CC(=C1)C#CC=1C=C2C(=CC(OC2=CC1)(C)C)OS(=O)(=O)C(F)(F)F (ethyl 2-fluoro-4-(2,2-dimethyl-4-trifluoromethanesulfonyloxy-(2H)-chromen-6-ylethynyl)-benzoate), CC1=CC=C(C=C1)Br (4-methylbromobenzene), C(C)(C)(C)[Li] (tert-butyllithium), solution, FC1=C(C(=O)OCC)C=CC(=C1)C#CC=1C=C2C(=CC(OC2=CC1)(C)C)OS(=O)(=O)C(F)(F)F (ethyl 2-fluoro-4-(2,2-dimethyl-4-trifluoromethanesulfonyloxy-(2H)-chromen-6-ylethynyl)-benzoate). The reagents and catalysts are C=1C=CC(=CC1)[P](C=2C=CC=CC2)(C=3C=CC=CC3)[Pd]([P](C=4C=CC=CC4)(C=5C=CC=CC5)C=6C=CC=CC6)([P](C=7C=CC=CC7)(C=8C=CC=CC8)C=9C=CC=CC9)[P](C=1C=CC=CC1)(C=1C=CC=CC1)C=1C=CC=CC1 (tetrakis(triphenylphosphine)palladium(0)), [Cl-].[Cl-].[Zn+2] (ZnCl2). Solvent: C1CCOC1 (THF), C1CCOC1 (THF), CCCCC (pentane), C1CCOC1 (THF). Yields the product FC1=C(C(=O)OCC)C=CC(=C1)C#CC=1C=C2C(=CC(OC2=CC1)(C)C)C1=CC=C(C=C1)C (Ethyl 2-fluoro-4-[[4-(4-methylphenyl)-2,2-dimethyl-(2H)-chromen-6-yl]-ethynyl]-benzoate), EtOAc hexanes. Yield: 5.0%. RXN SMILES: [CH3:1][C:2]1[CH:7]=[CH:6][C:5](Br)=[CH:4][CH:3]=1.C([Li])(C)(C)C.[F:14][C:15]1[CH:25]=[C:24]([C:26]#[C:27][C:28]2[CH:29]=[C:30]3[C:35](=[CH:36][CH:37]=2)[O:34][C:33]([CH3:39])([CH3:38])[CH:32]=[C:31]3OS(C(F)(F)F)(=O)=O)[CH:23]=[CH:22][C:16]=1[C:17]([O:19][CH2:20][CH3:21])=[O:18]>C1COCC1.CCCCC.[Cl-].[Cl-].[Zn+2].C1C=CC([P]([Pd]([P](C2C=CC=CC=2)(C2C=CC=CC=2)C2C=CC=CC=2)([P](C2C=CC=CC=2)(C2C=CC=CC=2)C2C=CC=CC=2)[P](C2C=CC=CC=2)(C2C=CC=CC=2)C2C=CC=CC=2)(C2C=CC=CC=2)C2C=CC=CC=2)=CC=1>[F:14][C:15]1[CH:25]=[C:24]([C:26]#[C:27][C:28]2[CH:29]=[C:30]3[C:35](=[CH:36][CH:37]=2)[O:34][C:33]([CH3:38])([CH3:39])[CH:32]=[C:31]3[C:5]2[CH:6]=[CH:7][C:2]([CH3:1])=[CH:3][CH:4]=2)[CH:23]=[CH:22][C:16]=1[C:17]([O:19][CH2:20][CH3:21])=[O:18] |f:5.6.7,^1:64,66,85,104|. Reported procedure: A solution of 4-methylbromobenzene (140.0 mg, 0.80 mmol) in 3.0 mL of THF was cooled to -78° C. and tert-butyllithium (102.5 mg, 1.60 mmol, 0.94 ml of a 1.7M solution in pentane) was added to give a yellow solution. After 30 minutes a solution of ZnCl2 (174.0 mg, 1.28 mmol) in 5.0 mL THF was slowly added via cannula. The resulting solution was warmed to room temperature and transferred via cannula to a solution of ethyl 2-fluoro-4-(2,2-dimethyl-4-trifluoromethanesulfonyloxy-(2H)-chromen-6-ylethy... The reactants are ClCCCC#N (4-chlorobutyronitrile), N1=C(N=CC=C1)N1CCNCC1 (1-(2-pyrimidinyl)piperazine), C([O-])([O-])=O.[Na+].[Na+] (sodium carbonate), C(CCC)O (n-butanol), resultant mixture. Solvent: O (water). Product: C(#N)CCCN1CCN(CC1)C1=NC=CC=N1 (1-(3-cyanopropyl)-4-(2-pyrimidinyl)-piperazine). Reaction SMILES: Cl[CH2:2][CH2:3][CH2:4][C:5]#[N:6].[N:7]1[CH:12]=[CH:11][CH:10]=[N:9][C:8]=1[N:13]1[CH2:18][CH2:17][NH:16][CH2:15][CH2:14]1.C(=O)([O-])[O-].[Na+].[Na+].C(O)CCC>O>[C:5]([CH2:4][CH2:3][CH2:2][N:16]1[CH2:17][CH2:18][N:13]([C:8]2[N:9]=[CH:10][CH:11]=[CH:12][N:7]=2)[CH2:14][CH2:15]1)#[N:6] |f:2.3.4|. Procedure: A mixture of 4-chlorobutyronitrile (3.3 g; 0.032 mol), 1-(2-pyrimidinyl)piperazine (3.3 g; 0.032 mol), sodium carbonate (6.4 g; 0.0608 mol) and n-butanol (50 ml) was heated under reflux for 19 hours. After completion of the reaction, the resultant mixture was poured into water and extracted with ethyl acetate. The organic layer was washed with a saturated sodium chloride solution and dried over anhydrous magnesium sulfate. The solvent was removed under reduced pressure, and the residue was purif... Reactants: ClC1=NC=2N(C=C1)N=CC2C(=O)NC2=CC=NN2C2=CC(=CC=C2)C(F)(F)F (5-chloro-N-(1-(3-(trifluoromethyl)phenyl)-1H-pyrazol-5-yl)pyrazolo[1,5-a]pyrimidine-3-carboxamide), N (ammonia). Run in C(C)O (ethanol). Yields the product FC(C=1C=C(C=CC1)N1N=CC=C1NC(=O)C=1C=NN2C1N=C(C=C2)N)(F)F (5-amino-pyrazolo[1,5-a]pyrimidine-3-carboxylic acid [2-(3-trifluoromethyl-phenyl)-2H-pyrazol-3-yl]-amide). Yield: 4.0%. As a reaction SMILES: Cl[C:2]1[CH:7]=[CH:6][N:5]2[N:8]=[CH:9][C:10]([C:11]([NH:13][C:14]3[N:18]([C:19]4[CH:24]=[CH:23][CH:22]=[C:21]([C:25]([F:28])([F:27])[F:26])[CH:20]=4)[N:17]=[CH:16][CH:15]=3)=[O:12])=[C:4]2[N:3]=1.[NH3:29]>C(O)C>[F:26][C:25]([F:28])([F:27])[C:21]1[CH:20]=[C:19]([N:18]2[C:14]([NH:13][C:11]([C:10]3[CH:9]=[N:8][N:5]4[CH:6]=[CH:7][C:2]([NH2:29])=[N:3][C:4]=34)=[O:12])=[CH:15][CH:16]=[N:17]2)[CH:24]=[CH:23][CH:22]=1. Procedure: A solution of 5-chloro-N-(1-(3-(trifluoromethyl)phenyl)-1H-pyrazol-5-yl)pyrazolo[1,5-a]pyrimidine-3-carboxamide (210 mg, 0.52 mmol) in ethanol (20 mL) saturated with ammonia was heated to 100° C. overnight in a sealed tube. After cooling to room temperature, solvent was removed under reduced pressure, and the resultant residue was purified by preparative HPLC to afford 5-amino-pyrazolo[1,5-a]pyrimidine-3-carboxylic acid [2-(3-trifluoromethyl-phenyl)-2H-pyrazol-3-yl]-amide (8 mg, yield: 4%). 1H N... The reactants are C1(=CC=CC=C1)S(=O)(=O)CCCCOC(C)=O (acetic acid 4-benzenesulfonylbutylester), [OH-].[Na+] (NaOH). Solvent: CO (MeOH), O (water). Reaction conditions: time 1 hour. Yields the product C1(=CC=CC=C1)S(=O)(=O)CCCCO (4-Benzenesulfonylbutan-1-ol). RXN SMILES: [C:1]1([S:7]([CH2:10][CH2:11][CH2:12][CH2:13][O:14]C(=O)C)(=[O:9])=[O:8])[CH:6]=[CH:5][CH:4]=[CH:3][CH:2]=1.[OH-].[Na+]>CO.O>[C:1]1([S:7]([CH2:10][CH2:11][CH2:12][CH2:13][OH:14])(=[O:8])=[O:9])[CH:2]=[CH:3][CH:4]=[CH:5][CH:6]=1 |f:1.2|. Procedure details: To a mixture of acetic acid 4-benzenesulfonylbutylester (6.5 g, 25.3 mmol) in MeOH (30 mL) at RT is added NaOH (1.5 g, 37.5 mmol) in water (5 mL). The mixture is stirred at RT for 1 h then the solvent is removed under reduced pressure. To the residue is added 1N HCl (40 mL) then the mixture is extracted with EtOAc. The organic phase is dried over MgSO4 and the solvent is removed under reduced pressure to afford the title compound as a yellow oil. Reactants: N1(CCCCC1)CC1NCCSC1 (3-(piperidinomethyl)thiomorpholine), ClC=1C=C2C(CC(C2=CC1Cl)C(=O)Cl)=O (5,6-dichloro-3-oxoindan-1-carbonyl chloride). The solvent is C(C)N(CC)CC (triethylamine). Yields the product Cl.ClC=1C=C2C(CC(C2=CC1Cl)C(=O)N1C(CSCC1)CN1CCCCC1)=O (4-(5,6-dichloro-3-oxoindan-1-carbonyl)-3-(piperidinomethyl)thiomorpholine hydrochloride). The yield is 34.1%. As a reaction SMILES: [N:1]1([CH2:7][CH:8]2[CH2:13][S:12][CH2:11][CH2:10][NH:9]2)[CH2:6][CH2:5][CH2:4][CH2:3][CH2:2]1.[Cl:14][C:15]1[CH:16]=[C:17]2[C:21](=[CH:22][C:23]=1[Cl:24])[CH:20]([C:25](Cl)=[O:26])[CH2:19][C:18]2=[O:28]>C(N(CC)CC)C>[ClH:14].[Cl:14][C:15]1[CH:16]=[C:17]2[C:21](=[CH:22][C:23]=1[Cl:24])[CH:20]([C:25]([N:9]1[CH2:10][CH2:11][S:12][CH2:13][CH:8]1[CH2:7][N:1]1[CH2:2][CH2:3][CH2:4][CH2:5][CH2:6]1)=[O:26])[CH2:19][C:18]2=[O:28] |f:3.4|. Reported procedure: The procedure described in Example 24 was repeated, but using 0.9 g of 3-(piperidinomethyl)thiomorpholine, 1.0 g of triethylamine and 1.5 g of 5,6-dichloro-3-oxoindan-1-carbonyl chloride to afford 0.45 g of the title compound, melting at 146°-155° C.